From a dataset of the Open Reaction Database (ORD), a public repository of structured organic reaction records. describe an organic reaction: reactants, conditions, products, and yield Reactants: O=[O+][O-] (Ozone), C(C1=CC=CC=C1)N1C2=C(C3=CC=CC=C13)CCN(C2)C(NC2=CC(=CC=C2)C)=O (9-benzyl-2-(3-methylphenyl)carbamyl-1,2,3,4-tetrahydro-9H-pyrido[3,4-b]indole), CO (methanol), CSC (dimethyl sulphide). Reaction conditions: time 2 hour. The product is C(C1=CC=CC=C1)N1C(CN(CCC(C2=C1C=CC=C2)=O)C(NC2=CC(=CC=C2)C)=O)=O (1-benzyl-4-(3-methylphenyl)carbamyl-2,7-dioxo-2,3,4,5,6,7-hexahydro-1H-1,4-benzodiazonine). RXN SMILES: [O:1]=[O+][O-].[CH2:4]([N:11]1[C:19]2[C:14](=[CH:15][CH:16]=[CH:17][CH:18]=2)C2[CH2:20][CH2:21][N:22]([C:24](=[O:33])[NH:25][C:26]3[CH:31]=[CH:30][CH:29]=[C:28]([CH3:32])[CH:27]=3)[CH2:23][C:12]1=2)[C:5]1[CH:10]=[CH:9][CH:8]=[CH:7][CH:6]=1.CSC.[CH3:37][OH:38]>>[CH2:4]([N:11]1[C:19]2[CH:14]=[CH:15][CH:16]=[CH:17][C:18]=2[C:37](=[O:38])[CH2:20][CH2:21][N:22]([C:24](=[O:33])[NH:25][C:26]2[CH:31]=[CH:30][CH:29]=[C:28]([CH3:32])[CH:27]=2)[CH2:23][C:12]1=[O:1])[C:5]1[CH:10]=[CH:9][CH:8]=[CH:7][CH:6]=1. Procedure details: Ozone was bubbled through a solution of 9-benzyl-2-(3-methylphenyl)carbamyl-1,2,3,4-tetrahydro-9H-pyrido[3,4-b]indole (2.98 g, 7.54 mmol) in methanol (40 ml) at -78° C. until a blue colour persisted. Nitrogen was then bubbled through the solution until clear, followed by the addition of dimethyl sulphide (5.0 ml, 68.1 mmol). The solution was allowed to warm to room temperature and stirring continued for a further 2 hours, followed by evaporation to dryness. The crude product was purified by chro... Reactants: N#Cc1ccc(OCCc2ccsc2)c(Br)c1, O=C([O-])[O-], CC(=O)[O-], CC(=O)[O-], CCOC(C)=O, [K+], [K+], CN(C)C=O, [Pd+2], c1ccc(P(c2ccccc2)c2ccccc2)cc1. The product is N#Cc1ccc2c(c1)-c1sccc1CCO2. Reaction SMILES: [Br:1][c:2]1[cH:3][c:4]([C:5]#[N:6])[cH:7][cH:8][c:9]1[O:10][CH2:11][CH2:12][c:13]1[cH:14][s:15][cH:16][cH:17]1.[C:37](=[O:38])([O-:39])[O-:40].[C:54]([O-:55])(=[O:56])[CH3:57].[C:59]([O-:60])(=[O:61])[CH3:62].[CH3:48][CH2:49][O:50][C:51](=[O:52])[CH3:53].[K+:41].[K+:42].[O:43]=[CH:44][N:45]([CH3:46])[CH3:47].[Pd+2:58].[c:18]1([P:19]([c:20]2[cH:21][cH:22][cH:23][cH:24][cH:25]2)[c:26]2[cH:27][cH:28][cH:29][cH:30][cH:31]2)[cH:32][cH:33][cH:34][cH:35][cH:36]1>>[c:2]12[cH:3][c:4]([C:5]#[N:6])[cH:7][cH:8][c:9]1[O:10][CH2:11][CH2:12][c:13]1[c:14]-2[s:15][cH:16][cH:17]1. Starting materials: ClCC=1C=C(C(=O)NC=2SC3=C(C2C(=O)NC2=CC=C(C=C2)CCC2=CC=C(C(=O)OC)C=C2)CCCC3)C=CC1 (methyl 4-[2-(4-{[(2-{[3-(chloromethyl)benzoyl]amino}-4,5,6,7-tetrahydro-1-benzothiophen-3-yl)carbonyl]amino}phenyl)ethyl]benzoate), COC(CNC(CC)CC)=O (methyl[(1-ethylpropyl)amino]acetate). The product is C(=O)(O)CN(C(CC)CC)CC=1C=C(C(=O)NC=2SC3=C(C2C(=O)NC2=CC=C(C=C2)CCC2=CC=C(C(=O)O)C=C2)CCCC3)C=CC1 (4-(2-{4-[({2-[(3-{[(carboxymethyl)(pentan-3-yl)amino]methyl}benzoyl)amino]-4,5,6,7-tetrahydro-1-benzothiophen-3-yl}carbonyl)amino]phenyl}ethyl)benzoic acid). The yield is 25.1%. RXN SMILES: Cl[CH2:2][C:3]1[CH:4]=[C:5]([CH:39]=[CH:40][CH:41]=1)[C:6]([NH:8][C:9]1[S:10][C:11]2[CH2:38][CH2:37][CH2:36][CH2:35][C:12]=2[C:13]=1[C:14]([NH:16][C:17]1[CH:22]=[CH:21][C:20]([CH2:23][CH2:24][C:25]2[CH:34]=[CH:33][C:28]([C:29]([O:31]C)=[O:30])=[CH:27][CH:26]=2)=[CH:19][CH:18]=1)=[O:15])=[O:7].C[O:43][C:44](=[O:52])[CH2:45][NH:46][CH:47]([CH2:50][CH3:51])[CH2:48][CH3:49]>>[C:44]([CH2:45][N:46]([CH2:2][C:3]1[CH:4]=[C:5]([CH:39]=[CH:40][CH:41]=1)[C:6]([NH:8][C:9]1[S:10][C:11]2[CH2:38][CH2:37][CH2:36][CH2:35][C:12]=2[C:13]=1[C:14]([NH:16][C:17]1[CH:18]=[CH:19][C:20]([CH2:23][CH2:24][C:25]2[CH:34]=[CH:33][C:28]([C:29]([OH:31])=[O:30])=[CH:27][CH:26]=2)=[CH:21][CH:22]=1)=[O:15])=[O:7])[CH:47]([CH2:50][CH3:51])[CH2:48][CH3:49])([OH:52])=[O:43]. Reported procedure: By using 23 mg of methyl 4-[2-(4-{[(2-{[3-(chloromethyl)benzoyl]amino}-4,5,6,7-tetrahydro-1-benzothiophen-3-yl)carbonyl]amino}phenyl)ethyl]benzoate and 19 mg of methyl[(1-ethylpropyl)amino]acetate as starting materials, alkylation was performed under the conditions similar to Preparation Example 30, and then hydrolysis was performed under the conditions similar to Example 6, thereby obtaining 6.7 mg of 4-(2-{4-[({2-[(3-{[(carboxymethyl)(pentan-3-yl)amino]methyl}benzoyl)amino]-4,5,6,7-tetrahydro-... Reactants: Cl (hydrochloric acid), CC1(OC(=CC1=O)C)N=NC1=CC2=CC(=CC=C2C=C1)OC (2,5-dimethyl-2-(7-methoxynaphthalen-2-yldiazenyl)furan-3-one), water ice. Solvent: C(C)(=O)O (acetic acid). Reaction conditions: temperature 60 celsius, time 2 hour. Product: OC1=NN(C(=C1)C)C1=CC2=CC(=CC=C2C=C1)OC (3-hydroxy-5-methyl-1-(7-methoxynaphthalen-2-yl)-1H-pyrazol). Reaction SMILES: C[C:2]1([N:9]=[N:10][C:11]2[CH:20]=[CH:19][C:18]3[C:13](=[CH:14][C:15]([O:21][CH3:22])=[CH:16][CH:17]=3)[CH:12]=2)[C:6](=O)[CH:5]=[C:4](C)[O:3]1.Cl>C(O)(=O)C>[OH:3][C:2]1[CH:6]=[C:5]([CH3:4])[N:10]([C:11]2[CH:20]=[CH:19][C:18]3[C:13](=[CH:14][C:15]([O:21][CH3:22])=[CH:16][CH:17]=3)[CH:12]=2)[N:9]=1. Procedure: 2,5-dimethyl-2-(7-methoxynaphthalen-2-yldiazenyl)furan-3-one (3.4 g, 11.48 mmol) dissolved in acetic acid (20 ml) was added dropwise over hydrochloric acid 6N (3.5 ml) and was heated to a temperature of 60° C. The mixture was kept stirring at 60° C. during 2 hours. The solution was cooled, poured over a mixture of water/ice (400 ml) and the solid precipitate was filtered and washed with water. It was dried and a solid crude remained, which was purified by means of crystallization in toluene, the... The reactants are CC(C)(C)OC(=O)Nc1cc(Cl)c(I)cc1[N+](=O)[O-], OB(O)c1ccccc1. Yields the product CC(C)(C)OC(=O)Nc1cc(Cl)c(-c2ccccc2)cc1[N+](=O)[O-]. RXN SMILES: [C:1]([CH3:2])([CH3:3])([CH3:4])[O:5][C:6]([NH:7][c:8]1[c:9]([N+:16](=[O:17])[O-:18])[cH:10][c:11]([I:15])[c:12]([Cl:14])[cH:13]1)=[O:19].[c:20]1([B:26]([OH:27])[OH:28])[cH:21][cH:22][cH:23][cH:24][cH:25]1>>[C:1]([CH3:2])([CH3:3])([CH3:4])[O:5][C:6]([NH:7][c:8]1[c:9]([N+:16](=[O:17])[O-:18])[cH:10][c:11](-[c:20]2[cH:21][cH:22][cH:23][cH:24][cH:25]2)[c:12]([Cl:14])[cH:13]1)=[O:19]. Reactants: C1(=CC=CC=C1)NC1=CC=C(C=C1)N (N1-phenyl-1,4-benzenediamine), C1(CCC(=O)O1)=O (succinic anhydride). Yields the product N(C1=CC=CC=C1)C1=CC=C(NC(CCC(=O)O)=O)C=C1 (4-(4-anilinoanilino)-4-oxobutanoic Acid). Reaction SMILES: [C:1]1([NH:7][C:8]2[CH:13]=[CH:12][C:11]([NH2:14])=[CH:10][CH:9]=2)[CH:6]=[CH:5][CH:4]=[CH:3][CH:2]=1.[C:15]1(=[O:21])[O:20][C:18](=[O:19])[CH2:17][CH2:16]1>>[NH:7]([C:8]1[CH:13]=[CH:12][C:11]([NH:14][C:15](=[O:21])[CH2:16][CH2:17][C:18]([OH:20])=[O:19])=[CH:10][CH:9]=1)[C:1]1[CH:2]=[CH:3][CH:4]=[CH:5][CH:6]=1. Reported procedure: The experimental protocol used is the same as that described in J. Amer. Chem. Soc. (1951) 73, 4007, starting from N1-phenyl-1,4-benzenediamine and succinic anhydride in order to produce a pale grey-blue powder. Melting point: 175-176° C. Reactants: Cl.C1(CCCCC1)C1(CCNCC1)C(=O)O (4-Cyclohexyl-4-piperidinecarboxylic Acid Hydrochloride), [OH-].[Na+] (NaOH), 2-L, ClC(=O)OCC1=CC=CC=C1 (benzyl chloroformate), [OH-].[Na+] (NaOH). Run in O1CCOCC1 (dioxane). Run at temperature 5 celsius. The product is C1(=CC=CC=C1)COC(=O)N1CCC(CC1)(C(=O)O)C1CCCCC1 (4-Cyclohexyl-1,4-piperidinedicarboxylic Acid 1-(phenylmethyl) Ester). Isolated yield 74286.4%. RXN SMILES: Cl.[CH:2]1([C:8]2([C:14]([OH:16])=[O:15])[CH2:13][CH2:12][NH:11][CH2:10][CH2:9]2)[CH2:7][CH2:6][CH2:5][CH2:4][CH2:3]1.[OH-].[Na+].Cl[C:20]([O:22][CH2:23][C:24]1[CH:29]=[CH:28][CH:27]=[CH:26][CH:25]=1)=[O:21]>O1CCOCC1>[C:24]1([CH2:23][O:22][C:20]([N:11]2[CH2:10][CH2:9][C:8]([CH:2]3[CH2:3][CH2:4][CH2:5][CH2:6][CH2:7]3)([C:14]([OH:16])=[O:15])[CH2:13][CH2:12]2)=[O:21])[CH:29]=[CH:28][CH:27]=[CH:26][CH:25]=1 |f:0.1,2.3|. Procedure: A 2-L, three-necked, round-bottomed flask equipped with a mechanical stirrer and two addition funnels was charged with 4-cyclohexyl-4-piperidinecarboxylic acid hydrochloride (8-3) (157.9 g, 0.637 mol), 1 L of dioxane, and 255 mL of 5 N NaOH solution. The mixture was cooled at about 5° C., and then benzyl chloroformate (92 mL, 0.643 mmol) and 127 mL of 5 N NaOH solution were added dropwise simultaneously via two separate addition funnels while maintaining the temperature at or below 10° C. The re... The reactants are O1COC2=C1C=CC(=C2)C2(CC2)C(=O)O (1-(benzo[d][1,3]dioxol-5-yl)-cyclopropanecarboxylic acid), C(Cl)Cl (CH2Cl2), S(=O)(Cl)Cl (thionyl chloride). Solvent: CN(C=O)C (N,N-dimethylformamide). Product: O1COC2=C1C=CC(=C2)C2(CC2)C(=O)Cl (1-Benzo[1,3]dioxol-5-yl-cyclopropanecarbonyl chloride). RXN SMILES: [O:1]1[C:5]2[CH:6]=[CH:7][C:8]([C:10]3([C:13]([OH:15])=O)[CH2:12][CH2:11]3)=[CH:9][C:4]=2[O:3][CH2:2]1.C(Cl)[Cl:17].S(Cl)(Cl)=O>CN(C)C=O>[O:1]1[C:5]2[CH:6]=[CH:7][C:8]([C:10]3([C:13]([Cl:17])=[O:15])[CH2:12][CH2:11]3)=[CH:9][C:4]=2[O:3][CH2:2]1. Procedure details: To an oven-dried round bottom flask containing 1-(benzo[d][1,3]dioxol-5-yl)-cyclopropanecarboxylic acid (A-8) (618 mg, 3.0 mmol) and CH2Cl2 (3 mL) was added thionyl chloride (1.07 g, 9.0 mmol) and N,N-dimethylformamide (0.1 mL). The reaction mixture was stirred at ambient temperature under an Ar atmosphere until the gas evolution ceased (2-3 h). The excess thionyl chloride was removed under vacuum and the resulting residue dissolved in CH2Cl2 (3 mL). The mixture was used without further manipula...